This data is from the Open Reaction Database (ORD), a public repository of structured organic reaction records. The task is: describe an organic reaction: reactants, conditions, products, and yield The reactants are ClC1=C(C=C(C=C1)NC=1SC=C(N1)C(=O)O)OC (2-(4-chloro-3-methoxy-phenylamino)-thiazole-4-carboxylic acid), ClC1=C(C(=O)Cl)C=CC(=C1)Cl (2,4-dichloro-benzoyl chloride), C([O-])([O-])=O.[K+].[K+] (potassium carbonate). Solvent: C1CCOC1 (THF). Conditions: temperature 50 celsius, time 18 hour. Yields the product ClC1=C(C(=O)N(C=2SC=C(N2)C(=O)O)C2=CC(=C(C=C2)Cl)OC)C=CC(=C1)Cl (2-[(2,4-Dichloro-benzoyl)-(4-chloro-3-methoxy-phenyl)-amino]-thiazole-4-carboxylic acid). Isolated yield 74.5%. As a reaction SMILES: [Cl:1][C:2]1[CH:7]=[CH:6][C:5]([NH:8][C:9]2[S:10][CH:11]=[C:12]([C:14]([OH:16])=[O:15])[N:13]=2)=[CH:4][C:3]=1[O:17][CH3:18].[Cl:19][C:20]1[CH:28]=[C:27]([Cl:29])[CH:26]=[CH:25][C:21]=1[C:22](Cl)=[O:23].C(=O)([O-])[O-].[K+].[K+]>C1COCC1>[Cl:19][C:20]1[CH:28]=[C:27]([Cl:29])[CH:26]=[CH:25][C:21]=1[C:22]([N:8]([C:5]1[CH:6]=[CH:7][C:2]([Cl:1])=[C:3]([O:17][CH3:18])[CH:4]=1)[C:9]1[S:10][CH:11]=[C:12]([C:14]([OH:16])=[O:15])[N:13]=1)=[O:23] |f:2.3.4|. Procedure: A mixture of 5.0 g (17 mmol) 2-(4-chloro-3-methoxy-phenylamino)-thiazole-4-carboxylic acid, 9.2 g (44 mmol) 2,4-dichloro-benzoyl chloride and 2.45 g (17.7 mmol) potassium carbonate in 250 mL THF was stirred at 50° C. for 18 h. After evaporation of the volatiles the residue was partitioned between water and ethyl acetate. Organic phases were pooled, dried with MgSO4 and the solvent was removed in vacuo. Crystallisation from n-heptane/ethyl acetate yielded 5.8 g (72%) of the title compound. The reactants are CCCC[N+](CCCC)(CCCC)CCCC, C1CCOC1, [F-], CC(C)[Si](OC1CCC(c2cccc(F)c2F)Cc2ccc[n+]([O-])c21)(C(C)C)C(C)C. The product is [O-][n+]1cccc2c1C(O)CCC(c1cccc(F)c1F)C2. RXN SMILES: [CH2:2]([N+:3]([CH2:4][CH2:5][CH2:6][CH3:7])([CH2:8][CH2:9][CH2:10][CH3:11])[CH2:12][CH2:13][CH2:14][CH3:15])[CH2:16][CH2:17][CH3:18].[CH2:50]1[O:51][CH2:52][CH2:53][CH2:54]1.[F-:1].[F:19][c:20]1[c:21]([CH:27]2[CH2:28][c:29]3[c:30]([n+:31]([O-:35])[cH:32][cH:33][cH:34]3)[CH:36]([O:39][Si:40]([CH:41]([CH3:42])[CH3:43])([CH:44]([CH3:45])[CH3:46])[CH:47]([CH3:48])[CH3:49])[CH2:37][CH2:38]2)[cH:22][cH:23][cH:24][c:25]1[F:26]>>[F:19][c:20]1[c:21]([CH:27]2[CH2:28][c:29]3[c:30]([n+:31]([O-:35])[cH:32][cH:33][cH:34]3)[CH:36]([OH:39])[CH2:37][CH2:38]2)[cH:22][cH:23][cH:24][c:25]1[F:26]. The reactants are NC=1N=C(C2=C(N1)NC=C2)O (2-amino-7H-pyrrolo[2,3-d]pyrimidin-4-ol), P(=O)(Cl)(Cl)Cl (phosphorus oxychloride). Reaction conditions: temperature 110 celsius. The product is ClC=1C2=C(N=C(N1)N)NC=C2 (4-chloro-7H-pyrrolo[2,3-d]pyrimidin-2-ylamine). Reaction SMILES: [NH2:1][C:2]1[N:3]=[C:4](O)[C:5]2[CH:10]=[CH:9][NH:8][C:6]=2[N:7]=1.P(Cl)(Cl)([Cl:14])=O>>[Cl:14][C:4]1[C:5]2[CH:10]=[CH:9][NH:8][C:6]=2[N:7]=[C:2]([NH2:1])[N:3]=1. Procedure: A mixture of 2-amino-7H-pyrrolo[2,3-d]pyrimidin-4-ol (Sigma, 150 mg, 1.0 mmol) in phosphorus oxychloride (1.5 mL) was heated at about 110° C. for about 30 minutes. Phosphorus oxychloride was carefully removed under reduced pressure and the reaction mixture was quenched by slow addition of ice water (10 mL). The resulting mixture was neutralized with saturated aqueous sodium carbonate (about 5 mL) to pH 7. The crude product was extracted into dichloromethane (20 mL) and washed with water (15 mL).... Reactants: C1(=CC=CC=C1)C(=C)O[Si](C)(C)C (1-phenyl-1-(trimethylsilyloxy)ethylene), diethyl ester, CC=1C=C(C=CC1)SC(C(=O)O)C(=O)O ([(3-methylphenyl)thio]propanedioic acid). Yields the product OC1=C(C(OC(=C1)C1=CC=CC=C1)=O)SC1=CC(=CC=C1)C (4-Hydroxy-3-[(3-methylphenyl)thio]-6-phenyl-2H-pyran-2-one). Reaction SMILES: [C:1]1([C:7]([O:9][Si](C)(C)C)=[CH2:8])[CH:6]=[CH:5][CH:4]=[CH:3][CH:2]=1.[CH3:14][C:15]1[CH:16]=[C:17]([S:21][CH:22]([C:26](O)=[O:27])[C:23](O)=[O:24])[CH:18]=[CH:19][CH:20]=1>>[OH:27][C:26]1[CH:8]=[C:7]([C:1]2[CH:6]=[CH:5][CH:4]=[CH:3][CH:2]=2)[O:9][C:23](=[O:24])[C:22]=1[S:21][C:17]1[CH:18]=[CH:19][CH:20]=[C:15]([CH3:14])[CH:16]=1. Reported procedure: The title compound was prepared by Method A using 1-phenyl-1-(trimethylsilyloxy)ethylene (1.95 g, 10.14 mmol) and diethyl ester of [(3-methylphenyl)thio]propanedioic acid (1.43 g, 5.07 mmol). m.p. 197-198° C.; 1H NMR (400 MHz, DMSO-d6) δ2.24 (s, 3H), 6.89 (s, 1H), 6.93 (t, 1H), 6.97 (s, 1H), 7.14 (t, 2H), 7.56 (m, 3H), 7.86 (m, 2H).